From a dataset of the Open Reaction Database (ORD), a public repository of structured organic reaction records. describe an organic reaction: reactants, conditions, products, and yield Solvent: O1CCCC1 (tetrahydrofuran). Procedure: A solution of 3-aminothiophene-2-carboxamide (4.5 g, 31 mmol) in tetrahydrofuran was treated with Lawesson's Reagent (7.7 g, 190 mmol) and the solution was stirred at room temperature for 18 h. The solvent was removed and the residue purified by chromatography on silica gel using dichloromethane as eluent. The product was obtained as a yellow powder (2.8 g, 56%), m.p. 98-99° C. RXN SMILES: [NH2:1][C:2]1[CH:6]=[CH:5][S:4][C:3]=1[C:7]([NH2:9])=O.COC1C=CC(P2(SP(C3C=CC(OC)=CC=3)(=S)S2)=[S:19])=CC=1>O1CCCC1>[NH2:1][C:2]1[CH:6]=[CH:5][S:4][C:3]=1[C:7](=[S:19])[NH2:9]. Isolated yield 57.1%. Yields the product NC1=C(SC=C1)C(N)=S (3-Aminothiophene-2-thiocarboxamide). Reactants: NC1=C(SC=C1)C(=O)N (3-aminothiophene-2-carboxamide), COC=1C=CC(=CC1)P2(=S)SP(=S)(S2)C=3C=CC(=CC3)OC (Lawesson's Reagent). Reaction conditions: time 18 hour.